Dataset: the Open Reaction Database (ORD), a public repository of structured organic reaction records. Task: describe an organic reaction: reactants, conditions, products, and yield Reactants: N1C(CCC1)=O (2-pyrrolidinone), O=P(Cl)(Cl)Cl (POCl3), NC1=C(C=C2C(=C(N(C2=C1)CC1=CC=CC=C1)C(C)C)C(=O)NCC1=CC(=C(C=C1)F)F)F (6-amino-1-benzyl-N-(3,4-difluorobenzyl)-5-fluoro-2-isopropyl-1H-indole-3-carboxamide), NC1=C(C=C2C(=C(N(C2=C1)CC1=CC=CC=C1)C(C)C)C(=O)NCC1=CC(=C(C=C1)F)F)F (6-amino-1-benzyl-N-(3,4-difluorobenzyl)-5-fluoro-2-isopropyl-1H-indole-3-carboxamide). Run in C1(=CC=CC=C1)C (toluene), CCOC(=O)C (EtOAc). Reaction conditions: temperature 110 celsius, time 2 hour. Product: C(C1=CC=CC=C1)N1C(=C(C2=CC(=C(C=C12)NC=1CCCN1)F)C(=O)NCC1=CC(=C(C=C1)F)F)C(C)C (1-Benzyl-N-(3,4-difluorobenzyl)-6-(3,4-dihydro-2H-pyrrol-5-ylamino)-5-fluoro-2-isopropyl-1H-indole-3-carboxamide). Reaction SMILES: [NH:1]1[CH2:5][CH2:4][CH2:3][C:2]1=O.O=P(Cl)(Cl)Cl.[NH2:12][C:13]1[CH:21]=[C:20]2[C:16]([C:17]([C:32]([NH:34][CH2:35][C:36]3[CH:41]=[CH:40][C:39]([F:42])=[C:38]([F:43])[CH:37]=3)=[O:33])=[C:18]([CH:29]([CH3:31])[CH3:30])[N:19]2[CH2:22][C:23]2[CH:28]=[CH:27][CH:26]=[CH:25][CH:24]=2)=[CH:15][C:14]=1[F:44]>C1(C)C=CC=CC=1.CCOC(C)=O>[CH2:22]([N:19]1[C:20]2[C:16](=[CH:15][C:14]([F:44])=[C:13]([NH:12][C:2]3[CH2:3][CH2:4][CH2:5][N:1]=3)[CH:21]=2)[C:17]([C:32]([NH:34][CH2:35][C:36]2[CH:41]=[CH:40][C:39]([F:42])=[C:38]([F:43])[CH:37]=2)=[O:33])=[C:18]1[CH:29]([CH3:30])[CH3:31])[C:23]1[CH:28]=[CH:27][CH:26]=[CH:25][CH:24]=1. Reported procedure: A mixture of 2-pyrrolidinone (47 mg, 0.55 mmol) and POCl3 (0.10 ml, 1.1 mmol) was stirred at 0° C. to room temperature for 2h. To the above mixture was then added a solution of 6-amino-1-benzyl-N-(3,4-difluorobenzyl)-5-fluoro-2-isopropyl-1H-indole-3-carboxamide (Compound 172, 50 mg, 0.11 mmol) in toluene (3 ml). The reaction was heated to 110° C. for 16 h and was cooled to room temperature, diluted with EtOAc, washed with brine, dried over Na2SO4, and concentrated in vacuo. The residue was purif... The reactants are NCCNCC1=NC=C(C(=N1)C1=C(C=C(C=C1)Cl)Cl)C=1NC=CN1 ((2-aminoethyl)[4-(2,4-dichlorophenyl)-5-imidazolylpyrimidin-2-yl]methylamine), ClC1=NC(=C(C=C1C#N)[N+](=O)[O-])N (2-chloro-5-nitro-6-amino-cyanopyridine). The product is ClC1=C(C=CC(=C1)Cl)C1=NC(=NC=C1C=1NC=CN1)N(CCNC1=NC(=C(C=C1)[N+](=O)[O-])N)C ([4-(2,4-dichlorophenyl)-5-imidazolylpyrimidin-2-yl]methyl{2-[(5-nitro-6-amino(2-pyridyl))amino]ethyl}amine). Reaction SMILES: NCCNC[C:6]1[N:11]=[C:10]([C:12]2[CH:17]=[CH:16][C:15]([Cl:18])=[CH:14][C:13]=2[Cl:19])[C:9]([C:20]2[NH:21][CH:22]=[CH:23][N:24]=2)=[CH:8][N:7]=1.Cl[C:26]1[C:31](C#N)=[CH:30][C:29]([N+:34]([O-:36])=[O:35])=[C:28]([NH2:37])[N:27]=1>>[Cl:19][C:13]1[CH:14]=[C:15]([Cl:18])[CH:16]=[CH:17][C:12]=1[C:10]1[C:9]([C:20]2[NH:24][CH:23]=[CH:22][N:21]=2)=[CH:8][N:7]=[C:6]([N:21]([CH3:20])[CH2:22][CH2:23][NH:24][C:26]2[CH:31]=[CH:30][C:29]([N+:34]([O-:36])=[O:35])=[C:28]([NH2:37])[N:27]=2)[N:11]=1. Procedure: Using the procedure described above, reaction of (2-aminoethyl)[4-(2,4-dichlorophenyl)-5-imidazolylpyrimidin-2-yl]methylamine and 2-chloro-5-nitro-6-amino-cyanopyridine were reacted to afford [4-(2,4-dichlorophenyl)-5-imidazolylpyrimidin-2-yl]methyl{2-[(5-nitro-6-amino(2-pyridyl))amino]ethyl}amine. Starting materials: Cl.CN(CCCN=C=NCC)C (N-(3-Dimethylaminopropyl)-N′-ethylcarbodiimide hydrochloride), C(C1=CC(C(=O)O)=CC=C1)(=O)O (isophthalic acid), FC(C=1C=C(C=CC1)N)(F)F (3-(trifluoromethyl)benzenamine). The solvent is C(Cl)Cl (CH2Cl2), CN(C)C=O (DMF). Run at time 2 hour. Yields the product FC(C=1C=C(C=CC1)NC(=O)C=1C=C(C(=O)O)C=CC1)(F)F (3-(3-(Trifluoromethyl)phenylcarbamoyl)benzoic acid). RXN SMILES: Cl.CN(C)CCCN=C=NCC.[C:13]([OH:24])(=[O:23])[C:14]1[CH:22]=[CH:21][CH:20]=[C:16]([C:17]([OH:19])=O)[CH:15]=1.[F:25][C:26]([F:35])([F:34])[C:27]1[CH:28]=[C:29]([NH2:33])[CH:30]=[CH:31][CH:32]=1>C(Cl)Cl.CN(C=O)C>[F:25][C:26]([F:34])([F:35])[C:27]1[CH:28]=[C:29]([NH:33][C:17]([C:16]2[CH:15]=[C:14]([CH:22]=[CH:21][CH:20]=2)[C:13]([OH:24])=[O:23])=[O:19])[CH:30]=[CH:31][CH:32]=1 |f:0.1|. Reported procedure: N-(3-Dimethylaminopropyl)-N′-ethylcarbodiimide hydrochloride (1.34 g, 7 mmol) was added to a stirring solution of isophthalic acid (1.66 g, 10 mmol) and 3-(trifluoromethyl)benzenamine (0.8 g, 5 mmol) in anhydrous CH2Cl2 (10 mL) and DMF (10 mL). The mixture was stirred at room temperature under argon for 2 h. The solvent was removed under reduced pressure and recrystalized from water to afford the title compound as a white solid after washed by CHCl3 (1.5 g, 49%). The reactants are Cc1cn(C2CC(O[Si](c3ccccc3)(c3ccccc3)C(C)(C)C)C(CON3C(=O)c4ccccc4C3=O)O2)c(=O)[nH]c1=O, CNN, ClCCl. As a reaction SMILES: [C:1]([CH3:2])([CH3:3])([CH3:4])[Si:5]([O:6][CH:7]1[CH2:8][CH:9]([n:25]2[c:26](=[O:27])[nH:28][c:29](=[O:30])[c:31]([CH3:32])[cH:33]2)[O:10][CH:11]1[CH2:12][O:13][N:14]1[C:15](=[O:16])[c:17]2[cH:18][cH:19][cH:20][cH:21][c:22]2[C:23]1=[O:24])([c:34]1[cH:35][cH:36][cH:37][cH:38][cH:39]1)[c:40]1[cH:41][cH:42][cH:43][cH:44][cH:45]1.[CH3:46][NH:47][NH2:48].[Cl:49][CH2:50][Cl:51]>>[C:1]([CH3:2])([CH3:3])([CH3:4])[Si:5]([O:6][CH:7]1[CH2:8][CH:9]([n:25]2[c:26](=[O:27])[nH:28][c:29](=[O:30])[c:31]([CH3:32])[cH:33]2)[O:10][CH:11]1[CH2:12][O:13][NH2:14])([c:34]1[cH:35][cH:36][cH:37][cH:38][cH:39]1)[c:40]1[cH:41][cH:42][cH:43][cH:44][cH:45]1. Product: Cc1cn(C2CC(O[Si](c3ccccc3)(c3ccccc3)C(C)(C)C)C(CON)O2)c(=O)[nH]c1=O. Starting materials: C1(C=2C(C(N1C(CC)C1=C3C(=NNC3=CC=C1Cl)C1=CC=CC=C1)=O)=CC=CC2)=O (1-Phthalimidopropyl-3-phenyl-5-chloroindazole), O.NN (hydrazine hydrate). The solvent is C(C)O (ethanol). Run at time 1 hour. The product is NC(CC)C1=C2C(=NNC2=CC=C1Cl)C1=CC=CC=C1 (1-aminopropyl-3-phenyl-5-chloroindazole). The yield is 96.4%. RXN SMILES: C1(=O)[N:5]([CH:6]([C:9]2[C:17]([Cl:18])=[CH:16][CH:15]=[C:14]3[C:10]=2[C:11]([C:19]2[CH:24]=[CH:23][CH:22]=[CH:21][CH:20]=2)=[N:12][NH:13]3)[CH2:7][CH3:8])C(=O)C2=CC=CC=C12.O.NN>C(O)C>[NH2:5][CH:6]([C:9]1[C:17]([Cl:18])=[CH:16][CH:15]=[C:14]2[C:10]=1[C:11]([C:19]1[CH:24]=[CH:23][CH:22]=[CH:21][CH:20]=1)=[N:12][NH:13]2)[CH2:7][CH3:8] |f:1.2|. Procedure details: 1-Phthalimidopropyl-3-phenyl-5-chloroindazole (8.3 g) and hydrazine hydrate (2.0 g) were added to ethanol (150 ml) followed by heating under reflux for 3 hours. The reaction mixture was concentrated under reduced pressure and to the residue were added benzene (150 ml) and 10% aqueous sodium hydroxide solution (200 ml) followed by stirring at room temperature for 1 hour. The organic layer was separated from the mixture and it was washed with water, dried over sodium sulfate and concentrated under... The reactants are N(=O)[O-].[Na+] (sodium nitrite), [Sn](Cl)Cl (tin(II) chloride), NC1=CC(=C(C(=O)O)C=C1)Cl (4-amino-2-chlorobenzoic acid). The solvent is O (water), Cl (hydrochloric acid), Cl (hydrochloric acid). Reaction conditions: temperature 0 celsius. Product: Cl.ClC1=C(C(=O)O)C=CC(=C1)NN (2-chloro-4-hydrazinylbenzoic acid hydrochloride). As a reaction SMILES: [NH2:1][C:2]1[CH:10]=[CH:9][C:5]([C:6]([OH:8])=[O:7])=[C:4]([Cl:11])[CH:3]=1.[N:12]([O-])=O.[Na+].[Sn](Cl)Cl>Cl.O>[ClH:11].[Cl:11][C:4]1[CH:3]=[C:2]([NH:1][NH2:12])[CH:10]=[CH:9][C:5]=1[C:6]([OH:8])=[O:7] |f:1.2,6.7|. Reported procedure: To a suspension of 4-amino-2-chlorobenzoic acid (3.00 g, 17.5 mmol) in hydrochloric acid (1.0 M, 30 mL) at 0° C. was added a solution of sodium nitrite (1.24 g, 18.0 mmol) in water (5.0 mL) over 5 min and the reaction mixture maintained at 0° C. for 5 hr. The resulting mixture was treated with tin(II) chloride (9.28 g, 49.0 mmol) in hydrochloric acid (1.0 M, 60 mL) and was warmed to RT for 64 hr. The resulting thick precipitate which formed was isolated by filtration, washed with ethanol (16 mL)... Reactants: OC=1C=CC(=NC1)C1CCC(CC1)=O (4-(5-hydroxypyridin-2-yl)cyclohexanone), N1CC(C1)NC(CNC1=NC=NC2=CC=C(C=C12)C(F)(F)F)=O (N-(azetidin-3-yl)-2-((6-(trifluoromethyl)quinazolin-4-yl)amino)acetamide), C(C1=CC=CC=C1)OC=1C=CC(=NC1)Br (5-(benzyloxy)-2-bromopyridine), CC1(OB(OC1(C)C)C1=CCC2(OCCO2)CC1)C (8-(4,4,5,5-Tetramethyl-[1,3,2]dioxaborolan-2-yl)-1,4-dioxa-spiro[4.5]dec-7-ene), [BH-](OC(=O)C)(OC(=O)C)OC(=O)C.[Na+] (NaBH(OAc)3). The product is OC=1C=CC(=NC1)C1CCC(CC1)N1CC(C1)NC(CNC1=NC=NC2=CC=C(C=C12)C(F)(F)F)=O (N-(1-(4-(5-hydroxypyridin-2-yl)cyclohexyl)azetidin-3-yl)-2-((6-(trifluoromethyl)quinazolin-4-yl)amino)acetamide). Reaction SMILES: [OH:1][C:2]1[CH:3]=[CH:4][C:5]([CH:8]2[CH2:13][CH2:12][C:11](=O)[CH2:10][CH2:9]2)=[N:6][CH:7]=1.C(OC1C=CC(Br)=NC=1)C1C=CC=CC=1.CC1(C)C(C)(C)OB(C2CCC3(OCCO3)CC=2)O1.[NH:49]1[CH2:52][CH:51]([NH:53][C:54](=[O:71])[CH2:55][NH:56][C:57]2[C:66]3[C:61](=[CH:62][CH:63]=[C:64]([C:67]([F:70])([F:69])[F:68])[CH:65]=3)[N:60]=[CH:59][N:58]=2)[CH2:50]1.[BH-](OC(C)=O)(OC(C)=O)OC(C)=O.[Na+]>>[OH:1][C:2]1[CH:3]=[CH:4][C:5]([CH:8]2[CH2:13][CH2:12][CH:11]([N:49]3[CH2:50][CH:51]([NH:53][C:54](=[O:71])[CH2:55][NH:56][C:57]4[C:66]5[C:61](=[CH:62][CH:63]=[C:64]([C:67]([F:68])([F:70])[F:69])[CH:65]=5)[N:60]=[CH:59][N:58]=4)[CH2:52]3)[CH2:10][CH2:9]2)=[N:6][CH:7]=1 |f:4.5|. Reported procedure: Reaction of 4-(5-hydroxypyridin-2-yl)cyclohexanone (prepared by the reaction of 5-(benzyloxy)-2-bromopyridine with 8-(4,4,5,5-Tetramethyl-[1,3,2]dioxaborolan-2-yl)-1,4-dioxa-spiro[4.5]dec-7-ene using the sequence described in Example 1 Step A-C) with N-(azetidin-3-yl)-2-((6-(trifluoromethyl)quinazolin-4-yl)amino)acetamide (as prepared in Example 1 Step G) in the presence of TEA and NaBH(OAc)3 as described in Example 1, Step H afforded the product. Reactants: SC=1C=CC2=C(C=C(O2)C(C)NC(C)=O)C1 (N-[1-(5-sulfanyl-1-benzofuran-2-yl)ethyl]acetamide), BrC=1C=CC2=C(C=C(O2)C(C)NC(C)=O)C1 (N-[1-(5-bromo-1-benzofuran-2-yl)ethyl]acetamide), C(C)OC1=CC=C(CCl)C=C1 (4-ethoxybenzyl chloride), C([O-])([O-])=O.[K+].[K+] (potassium carbonate). Run in CN(C)C=O (DMF), [Cl-].[Na+].O (brine). Reaction conditions: time 8 hour. Product: C(C)OC1=CC=C(CSC=2C=CC3=C(C=C(O3)C(C)NC(C)=O)C2)C=C1 (N-(1-{5-[(4-ethoxybenzyl)sulfanyl]-1-benzofuran-2-yl}ethyl)acetamide). RXN SMILES: [SH:1][C:2]1[CH:3]=[CH:4][C:5]2[O:9][C:8]([CH:10]([NH:12][C:13](=[O:15])[CH3:14])[CH3:11])=[CH:7][C:6]=2[CH:16]=1.BrC1C=CC2OC(C(NC(=O)C)C)=CC=2C=1.[CH2:33]([O:35][C:36]1[CH:43]=[CH:42][C:39]([CH2:40]Cl)=[CH:38][CH:37]=1)[CH3:34].C(=O)([O-])[O-].[K+].[K+]>CN(C=O)C.[Cl-].[Na+].O>[CH2:33]([O:35][C:36]1[CH:43]=[CH:42][C:39]([CH2:40][S:1][C:2]2[CH:3]=[CH:4][C:5]3[O:9][C:8]([CH:10]([NH:12][C:13](=[O:15])[CH3:14])[CH3:11])=[CH:7][C:6]=3[CH:16]=2)=[CH:38][CH:37]=1)[CH3:34] |f:3.4.5,7.8.9|. Procedure: To a solution of the obtained mixture (750 mg) of N-[1-(5-sulfanyl-1-benzofuran-2-yl)ethyl]acetamide and N-[1-(5-bromo-1-benzofuran-2-yl)ethyl]acetamide in anhydrous DMF (6.4 mL) were added 4-ethoxybenzyl chloride (1.09 g, 6.38 mmol) and potassium carbonate (880 mg, 0.456 mmol), and the reaction mixture was stirred at room temperature overnight. Saturated brine was added thereto, and the mixture was extracted twice with ethyl acetate. The extract was washed with saturated brine, and dried over a... The reactants are CCCCCCCCCCCCCCCCNc1ccc(C(=O)Cl)cc1, CS(N)(=O)=O, Cl, c1ccncc1. Yields the product CCCCCCCCCCCCCCCCNc1ccc(C(=O)NS(C)(=O)=O)cc1. Reaction SMILES: [CH2:2]([CH2:3][CH2:4][CH2:5][CH2:6][CH2:7][CH2:8][CH2:9][CH2:10][CH2:11][CH2:12][CH2:13][CH2:14][CH2:15][CH2:16][CH3:17])[NH:18][c:19]1[cH:20][cH:21][c:22]([C:23](=[O:24])[Cl:25])[cH:26][cH:27]1.[CH3:28][S:29](=[O:30])(=[O:31])[NH2:32].[ClH:1].[cH:33]1[cH:34][cH:35][n:36][cH:37][cH:38]1>>[CH2:2]([CH2:3][CH2:4][CH2:5][CH2:6][CH2:7][CH2:8][CH2:9][CH2:10][CH2:11][CH2:12][CH2:13][CH2:14][CH2:15][CH2:16][CH3:17])[NH:18][c:19]1[cH:20][cH:21][c:22]([C:23](=[O:24])[NH:32][S:29]([CH3:28])(=[O:30])=[O:31])[cH:26][cH:27]1.